The task is: describe an organic reaction: reactants, conditions, products, and yield. This data is from the Open Reaction Database (ORD), a public repository of structured organic reaction records. Reactants: Clc1cccc(CBr)c1Cl, C1CCOC1, C[Si](C)(C)[N-][Si](C)(C)C, CSc1nc2[nH]cnc(=O)c2s1, [Li+]. Product: CSc1nc2c(s1)c(=O)ncn2Cc1cccc(Cl)c1Cl. RXN SMILES: [Br:23][CH2:24][c:25]1[c:26]([Cl:32])[c:27]([Cl:31])[cH:28][cH:29][cH:30]1.[CH2:33]1[O:34][CH2:35][CH2:36][CH2:37]1.[CH3:14][Si:15]([N-:16][Si:17]([CH3:18])([CH3:19])[CH3:20])([CH3:21])[CH3:22].[CH3:1][S:2][c:3]1[s:4][c:5]2[c:6]([nH:7][cH:8][n:9][c:10]2=[O:11])[n:12]1.[Li+:13]>>[CH3:1][S:2][c:3]1[s:4][c:5]2[c:6]([n:7]([CH2:24][c:25]3[c:26]([Cl:32])[c:27]([Cl:31])[cH:28][cH:29][cH:30]3)[cH:8][n:9][c:10]2=[O:11])[n:12]1. Starting materials: NC1=C(C(=O)NCC2CCN(CC2)C(C2=CC=CC=C2)C2=CC=CC=C2)C=CC=C1 (2-amino-N-[(1-diphenylmethylpiperidin-4-yl)methyl]benzamide), C(CCCC)N (n-pentylamine), CCO (EtOH). The product is C(CCCC)NC(NC1=C(C(=O)NCC2CCN(CC2)C(C2=CC=CC=C2)C2=CC=CC=C2)C=CC=C1)=O (2-(N'-n-Pentylureido)-N-[(1-diphenylmethylpiperidin-4-yl)methyl]benzamide). The yield is 29.9%. RXN SMILES: [NH2:1][C:2]1[CH:30]=[CH:29][CH:28]=[CH:27][C:3]=1[C:4]([NH:6][CH2:7][CH:8]1[CH2:13][CH2:12][N:11]([CH:14]([C:21]2[CH:26]=[CH:25][CH:24]=[CH:23][CH:22]=2)[C:15]2[CH:20]=[CH:19][CH:18]=[CH:17][CH:16]=2)[CH2:10][CH2:9]1)=[O:5].[CH2:31]([NH2:36])[CH2:32][CH2:33][CH2:34][CH3:35].C[CH2:38][OH:39]>>[CH2:31]([NH:36][C:38](=[O:39])[NH:1][C:2]1[CH:30]=[CH:29][CH:28]=[CH:27][C:3]=1[C:4]([NH:6][CH2:7][CH:8]1[CH2:9][CH2:10][N:11]([CH:14]([C:21]2[CH:26]=[CH:25][CH:24]=[CH:23][CH:22]=2)[C:15]2[CH:16]=[CH:17][CH:18]=[CH:19][CH:20]=2)[CH2:12][CH2:13]1)=[O:5])[CH2:32][CH2:33][CH2:34][CH3:35]. Procedure details: {2-amino-N-[(1-diphenylmethylpiperidin-4-yl)methyl]benzamide and n-pentylamine}:yield 29.9%; mp 178°-180° C. (EtOH); 1NMR (DMSO-d6)ppm: 0.86 (3H, t), 1.24-1.83 (13H, m), 2.79 (2H, d), 2.96 (2H, dd), 3.15 (2H, t, ), 4.26 (1H, s), 6.91 (1H, t), 7.13-7.41 (12H, m), 7.57 (1H, d), 8.22 (1H, d), 8.58 (1H, t), 9.93 (1H, s). Procedure: To a flask containing dry ether (2 ml) was added with stirring aluminum chloride (0.037 g, 0.28 nmmol) at 0° C. under argon, followed by 1M lithium aluminum hydride in THF (0.28 ml, 0.28 mmol). The mixture was stirred at 0° C. for 5 minutes, then to it was rapidly added (1RS)-1-Hydroxy-1-(4-methoxyphenyl)-3-(3,4-methylenedioxyphenyl)-1H-isoindole (0.050 g, 0.14 mmol), followed by dry THF (2 ml). After stirring for 10 minutes at 0° C. the reaction was quenched with water, 15% sodium hydroxide, an... Isolated yield 62.0%. Conditions: temperature 0 celsius, time 5 minute. Yields the product COC1=CC=C(C=C1)C1NC(C2=CC=CC=C12)C1=CC2=C(C=C1)OCO2 ((1RS,3RS)-3-(4-Methoxyphenyl)-1-(3,4methylenedioxyphenyl)isoindoline). Starting materials: [Cl-].[Al+3].[Cl-].[Cl-] (aluminum chloride), [H-].[Al+3].[Li+].[H-].[H-].[H-] (lithium aluminum hydride), OC1(N=C(C2=CC=CC=C12)C1=CC2=C(C=C1)OCO2)C2=CC=C(C=C2)OC ((1RS)-1-Hydroxy-1-(4-methoxyphenyl)-3-(3,4-methylenedioxyphenyl)-1H-isoindole). Solvent: C1CCOC1 (THF), CCOCC (ether), C1CCOC1 (THF). As a reaction SMILES: [Cl-].[Al+3].[Cl-].[Cl-].[H-].[Al+3].[Li+].[H-].[H-].[H-].O[C:12]1([C:30]2[CH:35]=[CH:34][C:33]([O:36][CH3:37])=[CH:32][CH:31]=2)[C:20]2[C:15](=[CH:16][CH:17]=[CH:18][CH:19]=2)[C:14]([C:21]2[CH:26]=[CH:25][C:24]3[O:27][CH2:28][O:29][C:23]=3[CH:22]=2)=[N:13]1>C1COCC1.CCOCC>[CH3:37][O:36][C:33]1[CH:34]=[CH:35][C:30]([CH:12]2[C:20]3[C:15](=[CH:16][CH:17]=[CH:18][CH:19]=3)[CH:14]([C:21]3[CH:26]=[CH:25][C:24]4[O:27][CH2:28][O:29][C:23]=4[CH:22]=3)[NH:13]2)=[CH:31][CH:32]=1 |f:0.1.2.3,4.5.6.7.8.9|. Starting materials: O=C([O-])[O-], O=C(Nc1ccc(Cl)c(C(F)(F)F)c1)C1CCc2ccc(O)cc2C1, Clc1ccnc(C2=NCCN2)c1, [Cs+], [Cs+], CN(C)C=O, O. Yields the product O=C(Nc1ccc(Cl)c(C(F)(F)F)c1)C1CCc2ccc(Oc3ccnc(C4=NCCN4)c3)cc2C1. As a reaction SMILES: [C:38](=[O:39])([O-:40])[O-:41].[Cl:1][c:2]1[c:3]([C:22]([F:23])([F:24])[F:25])[cH:4][c:5]([NH:8][C:9](=[O:10])[CH:11]2[CH2:12][c:13]3[cH:14][c:15]([OH:21])[cH:16][cH:17][c:18]3[CH2:19][CH2:20]2)[cH:6][cH:7]1.[Cl:26][c:27]1[cH:28][c:29]([C:33]2=[N:37][CH2:36][CH2:35][NH:34]2)[n:30][cH:31][cH:32]1.[Cs+:42].[Cs+:43].[O:45]=[CH:46][N:47]([CH3:48])[CH3:49].[OH2:44]>>[Cl:1][c:2]1[c:3]([C:22]([F:23])([F:24])[F:25])[cH:4][c:5]([NH:8][C:9](=[O:10])[CH:11]2[CH2:12][c:13]3[cH:14][c:15]([O:21][c:27]4[cH:28][c:29]([C:33]5=[N:37][CH2:36][CH2:35][NH:34]5)[n:30][cH:31][cH:32]4)[cH:16][cH:17][c:18]3[CH2:19][CH2:20]2)[cH:6][cH:7]1. Starting materials: ClCCCCBr, O=C([O-])[O-], CCOC(C)=O, [K+], [K+], CN(C)C=O, O, Oc1ccccn1. Yields the product ClCCCCOc1ccccn1. RXN SMILES: [Br:13][CH2:14][CH2:15][CH2:16][CH2:17][Cl:18].[C:19](=[O:20])([O-:21])[O-:22].[CH3:25][CH2:26][O:27][C:28](=[O:29])[CH3:30].[K+:23].[K+:24].[O:1]=[CH:2][N:3]([CH3:4])[CH3:5].[OH2:31].[n:6]1[c:7]([OH:12])[cH:8][cH:9][cH:10][cH:11]1>>[n:6]1[c:7]([O:12][CH2:14][CH2:15][CH2:16][CH2:17][Cl:18])[cH:8][cH:9][cH:10][cH:11]1.